This data is from the Open Reaction Database (ORD), a public repository of structured organic reaction records. The task is: describe an organic reaction: reactants, conditions, products, and yield Starting materials: BrCC1=CC=C(C=C1)C(C(F)(F)F)(C(F)(F)F)O (2-(4-(Bromomethyl)phenyl)-1,1,1,3,3,3-hexafluoropropan-2-ol), [N+](=O)([O-])C1=CC=C(OC2CNCC2)C=C1 (3-(4-nitrophenoxy)pyrrolidine), C([O-])([O-])=O.[K+].[K+] (potassium carbonate). The solvent is C(C)#N (acetonitrile). Yields the product FC(C(C(F)(F)F)(O)C1=CC=C(C=C1)CN1CC(CC1)OC1=CC=C(C=C1)[N+](=O)[O-])(F)F (1,1,1,3,3,3-hexafluoro-2-(4-((3-(4-nitrophenoxy)pyrrolidin-1-yl)methyl)phenyl)propan-2-ol). Yield: 16.8%. RXN SMILES: Br[CH2:2][C:3]1[CH:8]=[CH:7][C:6]([C:9]([OH:18])([C:14]([F:17])([F:16])[F:15])[C:10]([F:13])([F:12])[F:11])=[CH:5][CH:4]=1.[N+:19]([C:22]1[CH:33]=[CH:32][C:25]([O:26][CH:27]2[CH2:31][CH2:30][NH:29][CH2:28]2)=[CH:24][CH:23]=1)([O-:21])=[O:20].C(=O)([O-])[O-].[K+].[K+]>C(#N)C>[F:11][C:10]([F:13])([F:12])[C:9]([C:6]1[CH:7]=[CH:8][C:3]([CH2:2][N:29]2[CH2:30][CH2:31][CH:27]([O:26][C:25]3[CH:24]=[CH:23][C:22]([N+:19]([O-:21])=[O:20])=[CH:33][CH:32]=3)[CH2:28]2)=[CH:4][CH:5]=1)([OH:18])[C:14]([F:17])([F:16])[F:15] |f:2.3.4|. Procedure: 2-(4-(Bromomethyl)phenyl)-1,1,1,3,3,3-hexafluoropropan-2-ol (9.61 mmol, 4.63 mL, 3.24 g), 3-(4-nitrophenoxy)pyrrolidine (9.61 mmol, 2 g) and potassium carbonate (19.21 mmol, 2.65 g) were combined and stirred at room temperature in acetonitrile (50 mL) for 1 hour. The reaction mixture was filtered and concentrated under vacuum. The residue was purified by silica column chromatography (eluent: dichloromethane to 15% methanol in dichloromethane) and SCX chromatography to afford the intermediate 1,1... As a reaction SMILES: [Br:1][C:2]1[CH:6]=[C:5](/[CH:7]=[N:8]/[S:9]([C:11]([CH3:14])([CH3:13])[CH3:12])=[O:10])[O:4][N:3]=1.CC(C[AlH]CC(C)C)C>C1COCC1>[Br:1][C:2]1[CH:6]=[C:5]([CH2:7][NH:8][S:9]([C:11]([CH3:14])([CH3:13])[CH3:12])=[O:10])[O:4][N:3]=1. Reported procedure: To a chilled (−78° C.) yellow solution of 2-methyl-propane-2-sulfinic acid 1-(3-bromo-isoxazol-5-yl)-meth-(E)-ylideneamide (129 mg, 0.462 mmol) in THF (7 mL) was added a 1 M solution of DIBAH (1.2 mL, 1.2 mmol) in hexanes dropwise. After 1.5 hours, the reaction was quenched with MeOH (4 mL) and the cold bath was removed. The mixture was concentrated in vacuo and the residue was treated with 1 N aqueous NaOH (10 mL) and extracted with EtOAc (3×). The combined organic layers were washed with brine... Conditions: time 1.5 hour. The solvent is hexanes, C1CCOC1 (THF). Yields the product BrC1=NOC(=C1)CNS(=O)C(C)(C)C (2-methyl-propane-2-sulfinic acid (3-bromo-isoxazol-5-ylmethyl)-amide). The reactants are solution, CC(C)C[AlH]CC(C)C (DIBAH), BrC1=NOC(=C1)\C=N\S(=O)C(C)(C)C (2-methyl-propane-2-sulfinic acid 1-(3-bromo-isoxazol-5-yl)-meth-(E)-ylideneamide).